The task is: describe an organic reaction: reactants, conditions, products, and yield. This data is from the Open Reaction Database (ORD), a public repository of structured organic reaction records. Reactants: O=C(O)C1CCC(=O)N1C(=O)OCc1ccccc1, NCCc1ccccc1, CCN=C=NCCCN(C)C, CN(C)c1ccncc1, ClCCl. The product is O=C(NCCc1ccccc1)C1CCC(=O)N1C(=O)OCc1ccccc1. Reaction SMILES: [CH2:1]([c:2]1[cH:3][cH:4][cH:5][cH:6][cH:7]1)[O:8][C:9](=[O:10])[N:11]1[CH:12]([C:17](=[O:18])[OH:19])[CH2:13][CH2:14][C:15]1=[O:16].[CH2:31]([CH2:32][c:33]1[cH:34][cH:35][cH:36][cH:37][cH:38]1)[NH2:39].[CH3:20][CH2:21][N:22]=[C:23]=[N:24][CH2:25][CH2:26][CH2:27][N:28]([CH3:29])[CH3:30].[CH3:43][N:44]([c:45]1[cH:46][cH:47][n:48][cH:49][cH:50]1)[CH3:51].[Cl:40][CH2:41][Cl:42]>>[CH2:1]([c:2]1[cH:3][cH:4][cH:5][cH:6][cH:7]1)[O:8][C:9](=[O:10])[N:11]1[CH:12]([C:17](=[O:19])[NH:39][CH2:31][CH2:32][c:33]2[cH:34][cH:35][cH:36][cH:37][cH:38]2)[CH2:13][CH2:14][C:15]1=[O:16]. Reactants: C(C1=CC=CC=C1)O[C@@H]1C(NC[C@H]1OCC1=CC=CC=C1)C#N ((3R,4R)-3,4-dibenzyloxy-pyrrolidine-2-carbonitrile), C([O-])([O-])=O.[K+].[K+] (potassium carbonate), [I-].[K+] (potassium iodide), C(C1=CC=CC=C1)Br (benzyl bromide). Run in CC(=O)C (acetone). Product: C(C1=CC=CC=C1)N1C([C@H]([C@@H](C1)OCC1=CC=CC=C1)OCC1=CC=CC=C1)C#N ((3R,4R)-1-Benzyl-3.4-dibenzyloxy-pyrrolidine-2-carbonitrile). RXN SMILES: [CH2:1]([O:8][C@H:9]1[C@H:13]([O:14][CH2:15][C:16]2[CH:21]=[CH:20][CH:19]=[CH:18][CH:17]=2)[CH2:12][NH:11][CH:10]1[C:22]#[N:23])[C:2]1[CH:7]=[CH:6][CH:5]=[CH:4][CH:3]=1.C(=O)([O-])[O-].[K+].[K+].[I-].[K+].[CH2:32](Br)[C:33]1[CH:38]=[CH:37][CH:36]=[CH:35][CH:34]=1>CC(C)=O>[CH2:32]([N:11]1[CH2:12][C@@H:13]([O:14][CH2:15][C:16]2[CH:21]=[CH:20][CH:19]=[CH:18][CH:17]=2)[C@H:9]([O:8][CH2:1][C:2]2[CH:3]=[CH:4][CH:5]=[CH:6][CH:7]=2)[CH:10]1[C:22]#[N:23])[C:33]1[CH:38]=[CH:37][CH:36]=[CH:35][CH:34]=1 |f:1.2.3,4.5|. Procedure: A mixture of (3R,4R)-3,4-dibenzyloxy-pyrrolidine-2-carbonitrile (13 g, 42.2 mmol), potassium carbonate (8.7 g, 63 mmol), potassium iodide (0.1 g), benzyl bromide (7.5 ml, 63.2 mmol) and acetone (200 ml) were heated at reflux temperature for 4 hours. The mixture was cooled, filtered and the filtrate evaporated to dryness in vacuo to give the title compound as an oil. Purification of the crude product on a silica gel column (Eluent: From 100% heptane to 100% ethyl acetate) afforded (3R,4R)-1-benzy... The reactants are ClC1=CC=C(N=N1)N (6-chloropyridazin-3-amine), CC1(OB(OC1(C)C)C=1C=C(C(=O)OC)C=CC1)C (methyl 3-(4,4,5,5-tetramethyl-1,3,2-dioxaborolan-2-yl)benzoate), CC(C)C1=CC(=C(C(=C1)C(C)C)C2=C(C=CC=C2)P(C3CCCCC3)C4CCCCC4)C(C)C (X-phos), C(=O)([O-])[O-].[Na+].[Na+] (Na2CO3). The reagents and catalysts are C=1C=CC(=CC1)/C=C/C(=O)/C=C/C2=CC=CC=C2.C=1C=CC(=CC1)/C=C/C(=O)/C=C/C2=CC=CC=C2.C=1C=CC(=CC1)/C=C/C(=O)/C=C/C2=CC=CC=C2.[Pd].[Pd] (Pd2(dba)3). Run in O1CCOCC1 (dioxane), O (water). Reaction conditions: temperature 100 celsius, time 6 hour. Product: NC1=CC=C(N=N1)C=1C=C(C(=O)OC)C=CC1 (methyl 3-(6-aminopyridazin-3-yl)benzoate). Isolated yield 83.6%. As a reaction SMILES: Cl[C:2]1[N:7]=[N:6][C:5]([NH2:8])=[CH:4][CH:3]=1.CC1(C)C(C)(C)OB([C:17]2[CH:18]=[C:19]([CH:24]=[CH:25][CH:26]=2)[C:20]([O:22][CH3:23])=[O:21])O1.CC(C1C=C(C(C)C)C(C2C=CC=CC=2P(C2CCCCC2)C2CCCCC2)=C(C(C)C)C=1)C.C([O-])([O-])=O.[Na+].[Na+]>O1CCOCC1.O.C1C=CC(/C=C/C(/C=C/C2C=CC=CC=2)=O)=CC=1.C1C=CC(/C=C/C(/C=C/C2C=CC=CC=2)=O)=CC=1.C1C=CC(/C=C/C(/C=C/C2C=CC=CC=2)=O)=CC=1.[Pd].[Pd]>[NH2:8][C:5]1[N:6]=[N:7][C:2]([C:17]2[CH:18]=[C:19]([CH:24]=[CH:25][CH:26]=2)[C:20]([O:22][CH3:23])=[O:21])=[CH:3][CH:4]=1 |f:3.4.5,8.9.10.11.12|. Procedure: To a mixture of 6-chloropyridazin-3-amine (5 g, 38.6 mmol), methyl 3-(4,4,5,5-tetramethyl-1,3,2-dioxaborolan-2-yl)benzoate (15.2 g, 58 mmol), Pd2(dba)3 (2.22 g, 3.86 mmol), X-phos (7.35 g, 15.44 mmol) and Na2CO3 (12.3 g, 115.8 mmol) in dioxane (150 mL) and water (15 mL) was heated to 100° C. with stirring for 6 h under N2. The solvent was removed in vacuo and the resulting residue was purified by chromatography (silica gel, 200-300 mesh, CH2Cl2:MeOH=20:1) to give methyl 3-(6-aminopyridazin-3-yl)...